From a dataset of the Open Reaction Database (ORD), a public repository of structured organic reaction records. describe an organic reaction: reactants, conditions, products, and yield The reactants are O=S1(CCN(CC1)C(=O)C=1NC2=CC=C(C=C2C1)C(=O)N1CCN(CC1)C(C)C)=O ([2-(1,1-Dioxo-thiomorpholine-4-carbonyl)-1H-indol-5-yl]-(4-isopropyl-piperazin-1-yl)-methanone), ClC1=CC=C(C=C1)B(O)O (4-chlorophenylboronic acid), N1=CC=CC=C1 (pyridine). Run in ClCCl (dichloromethane). Isolated yield 34.0%. Reagents/catalysts: C(C)(=O)[O-].[Cu+2].C(C)(=O)[O-] (copper(II) acetate). Reported procedure: The title compound was synthesized in analogy to example 66, from [2-(1,1-dioxo-thiomorpholine-4-carbonyl)-1H-indol-5-yl]-(4-isopropyl-piperazin-1-yl)-methanone (example 1), 4-chlorophenylboronic acid, copper(II) acetate and pyridine in dichloromethane, to give the desired product as a colorless solid (34%). As a reaction SMILES: [O:1]=[S:2]1(=[O:30])[CH2:7][CH2:6][N:5]([C:8]([C:10]2[NH:11][C:12]3[C:17]([CH:18]=2)=[CH:16][C:15]([C:19]([N:21]2[CH2:26][CH2:25][N:24]([CH:27]([CH3:29])[CH3:28])[CH2:23][CH2:22]2)=[O:20])=[CH:14][CH:13]=3)=[O:9])[CH2:4][CH2:3]1.[Cl:31][C:32]1[CH:37]=[CH:36][C:35](B(O)O)=[CH:34][CH:33]=1.N1C=CC=CC=1>ClCCl.C([O-])(=O)C.[Cu+2].C([O-])(=O)C>[Cl:31][C:32]1[CH:37]=[CH:36][C:35]([N:11]2[C:12]3[C:17](=[CH:16][C:15]([C:19]([N:21]4[CH2:22][CH2:23][N:24]([CH:27]([CH3:28])[CH3:29])[CH2:25][CH2:26]4)=[O:20])=[CH:14][CH:13]=3)[CH:18]=[C:10]2[C:8]([N:5]2[CH2:6][CH2:7][S:2](=[O:1])(=[O:30])[CH2:3][CH2:4]2)=[O:9])=[CH:34][CH:33]=1 |f:4.5.6|. The product is ClC1=CC=C(C=C1)N1C(=CC2=CC(=CC=C12)C(=O)N1CCN(CC1)C(C)C)C(=O)N1CCS(CC1)(=O)=O ([1-(4-Chloro-phenyl)-5-(4-isopropyl-piperazine-1-carbonyl)-1H-indol-2-yl]-(1,1-dioxo-thiomorpholin-4-yl)-methanone). Product: CS(=O)(=O)N1CCC(C#N)(NC(=O)C(CC2CCCCC2)NC(=O)N2CCOCC2)CC1. RXN SMILES: [C:2](#[N:3])[C:4]1([NH:10][C:11](=[O:12])[CH:13]([CH2:14][CH:15]2[CH2:16][CH2:17][CH2:18][CH2:19][CH2:20]2)[NH:21][C:22](=[O:23])[N:24]2[CH2:25][CH2:26][O:27][CH2:28][CH2:29]2)[CH2:5][CH2:6][NH:7][CH2:8][CH2:9]1.[CH2:42]([Cl:43])[Cl:44].[CH3:30][S:31]([Cl:32])(=[O:33])=[O:34].[CH3:35][N:36]1[CH2:37][CH2:38][O:39][CH2:40][CH2:41]1.[ClH:1]>>[C:2](#[N:3])[C:4]1([NH:10][C:11](=[O:12])[CH:13]([CH2:14][CH:15]2[CH2:16][CH2:17][CH2:18][CH2:19][CH2:20]2)[NH:21][C:22](=[O:23])[N:24]2[CH2:25][CH2:26][O:27][CH2:28][CH2:29]2)[CH2:5][CH2:6][N:7]([S:31]([CH3:30])(=[O:33])=[O:34])[CH2:8][CH2:9]1. Reactants: N#CC1(NC(=O)C(CC2CCCCC2)NC(=O)N2CCOCC2)CCNCC1, ClCCl, CS(=O)(=O)Cl, CN1CCOCC1, Cl. Reactants: CCN=C=NCCCN(C)C (EDCI), CCN(C(C)C)C(C)C (DIPEA), C=1C=CC2=C(C1)N=NN2O (HOBt), OC(C)(C)C=1OC=C(N1)C(=O)O (2-(2-Hydroxypropan-2-yl)oxazole-4-carboxylic acid), N[C@H](CN1N=C(C=C1)C1=C(C(=C(C#N)C(=C1)F)Cl)F)C ((S)-4-(1-(2-amino-propyl)-1H-pyrazol-3-yl)-2-chloro-3,6-difluorobenzonitrile). Solvent: CN(C)C=O (DMF), O (water), CCOC(=O)C (EtOAc), CN(C)C=O (DMF). Conditions: time 20 minute. Yields the product ClC=1C(=C(C=C(C1C#N)F)C1=NN(C=C1)C[C@H](C)NC(=O)C1=CN=C(O1)C(C)(C)O)F ((S)—N-(1-(3-(3-Chloro-4-cyano-2,5-difluorophenyl)-1H-pyrazol-1-yl)-propan-2-yl)-2-(2-hydroxypropan-2-yl)oxazole-5-carboxamide). Yield: 61.3%. RXN SMILES: [OH:1][C:2]([C:5]1[O:6][CH:7]=[C:8](C(O)=O)[N:9]=1)([CH3:4])[CH3:3].CCN=C=NCCCN(C)C.CC[N:26]([CH:30]([CH3:32])[CH3:31])[CH:27](C)C.C1C=CC2N([OH:42])N=NC=2C=1.N[C@@H](C)C[N:46]1[CH:50]=[CH:49][C:48]([C:51]2[CH:58]=[C:57]([F:59])[C:54]([C:55]#[N:56])=[C:53]([Cl:60])[C:52]=2[F:61])=[N:47]1>CN(C=O)C.O.CCOC(C)=O>[Cl:60][C:53]1[C:52]([F:61])=[C:51]([C:48]2[CH:49]=[CH:50][N:46]([CH2:32][C@@H:30]([NH:26][C:27]([C:7]3[O:6][C:5]([C:2]([OH:1])([CH3:3])[CH3:4])=[N:9][CH:8]=3)=[O:42])[CH3:31])[N:47]=2)[CH:58]=[C:57]([F:59])[C:54]=1[C:55]#[N:56]. Procedure details: 2-(2-Hydroxypropan-2-yl)oxazole-4-carboxylic acid (0.514 mmol, 0.088 g) was dissolved in DMF (10 ml) under nitrogen atmosphere. EDCI (0.514 mmol, 0.098 g), DIPEA (0.856 mmol, 0.111 g) and HOBt (0.214 mmol, 0.029 g) were added and the resulting mixture was stirred for 20 min at RT. (S)-4-(1-(2-amino-propyl)-1H-pyrazol-3-yl)-2-chloro-3,6-difluorobenzonitrile (0.428 mmol, 0.127 g) dissolved in DMF (5 ml) was added and the resulting mixture was stirred at RT for 3 days. The mixture was diluted with ... Starting materials: C1(=CC=CC=C1)C (Toluene), ice, C(C)(C)(C)OC(=O)N[C@H](C(=O)NC1=C(C=C(C=C1)F)N[C@H]1CN(CCC1)CCOC(C(C)(C)C)=O)C (2,2-dimethylpropionic acid 2-{(R)-3-[2-((S)-2-tert-butoxycarbonylaminopropionylamino)-5-fluorophenylamino]-piperidin-1-yl}ethyl ester), C(=O)(C(F)(F)F)O (TFA). Run in C(Cl)Cl (DCM). Run at time 1.5 hour. Product: N[C@H](C(=O)NC1=C(C=C(C=C1)F)N[C@H]1CN(CCC1)CCOC(C(C)(C)C)=O)C (2,2-Dimethylpropionic acid 2-{(R)-3-[2-((S)-2-aminopropionylamino)-5-fluorophenylamino]piperidin-1-yl}ethyl ester). Yield: 84.4%. RXN SMILES: C(OC([NH:8][C@@H:9]([CH3:36])[C:10]([NH:12][C:13]1[CH:18]=[CH:17][C:16]([F:19])=[CH:15][C:14]=1[NH:20][C@@H:21]1[CH2:26][CH2:25][CH2:24][N:23]([CH2:27][CH2:28][O:29][C:30](=[O:35])[C:31]([CH3:34])([CH3:33])[CH3:32])[CH2:22]1)=[O:11])=O)(C)(C)C.C(O)(C(F)(F)F)=O.C1(C)C=CC=CC=1>C(Cl)Cl>[NH2:8][C@@H:9]([CH3:36])[C:10]([NH:12][C:13]1[CH:18]=[CH:17][C:16]([F:19])=[CH:15][C:14]=1[NH:20][C@@H:21]1[CH2:26][CH2:25][CH2:24][N:23]([CH2:27][CH2:28][O:29][C:30](=[O:35])[C:31]([CH3:33])([CH3:32])[CH3:34])[CH2:22]1)=[O:11]. Procedure details: To an ice-cooled solution of 2,2-dimethylpropionic acid 2-{(R)-3-[2-((S)-2-tert-butoxycarbonylaminopropionylamino)-5-fluorophenylamino]-piperidin-1-yl}ethyl ester (0.74 mmol) in DCM (20 mL) was added TFA (5 mL) and the mixture stirred at RT for 1.5 h. Toluene was added and volatiles were removed in vacuo. The resulting residue was dissolved in MeOH and loaded onto an Isolute® SCX-2 cartridge. The cartridge was washed with MeOH and the product eluted with 0.5M NH3/MeOH. The product containing fra...